Dataset: the Open Reaction Database (ORD), a public repository of structured organic reaction records. Task: describe an organic reaction: reactants, conditions, products, and yield Starting materials: CC=1SC=C(N1)NC(=O)C1=NC(=CC=C1N)C (3-Amino-6-methyl-pyridine-2-carboxylic acid (2-methyl-thiazol-4-yl)-amide), BrC=1C=NC=NC1 (5-bromopyrimidine). The reagents and catalysts are [Pd] (Palladium). Yields the product CC=1SC=C(N1)NC(=O)C1=NC(=CC=C1NC=1C=NC=NC1)C (6-Methyl-3-(pyrimidin-5-ylamino)-pyridine-2-carboxylic acid (2-methyl-thiazol-4-yl)-amide). As a reaction SMILES: [CH3:1][C:2]1[S:3][CH:4]=[C:5]([NH:7][C:8]([C:10]2[C:15]([NH2:16])=[CH:14][CH:13]=[C:12]([CH3:17])[N:11]=2)=[O:9])[N:6]=1.Br[C:19]1[CH:20]=[N:21][CH:22]=[N:23][CH:24]=1>[Pd]>[CH3:1][C:2]1[S:3][CH:4]=[C:5]([NH:7][C:8]([C:10]2[C:15]([NH:16][C:19]3[CH:20]=[N:21][CH:22]=[N:23][CH:24]=3)=[CH:14][CH:13]=[C:12]([CH3:17])[N:11]=2)=[O:9])[N:6]=1. Reported procedure: The title compound was prepared from 3-tert-Butoxy-carbonylamino-6-methyl-pyridine-2-carboxylic acid methyl ester in accordance with the general method of example 4; step 2 using 4-amino-2-methylthiazole (CAS: [103392-01-4], European Patent EP 321115) instead of 2-chloro-4-aminopyridine to yield [6-Methyl-2-(2-methyl-thiazol-4-ylcarbamoyl)-pyridin-3-yl]-carbamic acid tert-butyl ester as a light yellow cristalline solid, MS (ISP): m/e=349.0 (M+H+). Boc-deprotection as described in example 4 step ... The reactants are COc1ccc2c(Cc3c(Cl)cncc3Cl)nncc2c1C#CCN(C)Cc1ccccc1, C1CCOC1. Product: COc1ccc2c(Cc3c(Cl)cncc3Cl)nncc2c1C=CCN(C)Cc1ccccc1. Reaction SMILES: [CH2:1]([c:2]1[cH:3][cH:4][cH:5][cH:6][cH:7]1)[N:8]([CH3:9])[CH2:10][C:11]#[C:12][c:13]1[c:14]2[cH:15][n:16][n:17][c:18]([CH2:25][c:26]3[c:27]([Cl:33])[cH:28][n:29][cH:30][c:31]3[Cl:32])[c:19]2[cH:20][cH:21][c:22]1[O:23][CH3:24].[CH2:34]1[O:35][CH2:36][CH2:37][CH2:38]1>>[CH2:1]([c:2]1[cH:3][cH:4][cH:5][cH:6][cH:7]1)[N:8]([CH3:9])[CH2:10][CH:11]=[CH:12][c:13]1[c:14]2[cH:15][n:16][n:17][c:18]([CH2:25][c:26]3[c:27]([Cl:33])[cH:28][n:29][cH:30][c:31]3[Cl:32])[c:19]2[cH:20][cH:21][c:22]1[O:23][CH3:24].